Dataset: the Open Reaction Database (ORD), a public repository of structured organic reaction records. Task: describe an organic reaction: reactants, conditions, products, and yield The reactants are COC=1C=C(C(C(=O)OC)=CC1)O (Methyl 4-methoxysalicylate), C([O-])([O-])=O.[K+].[K+] (potassium carbonate), CN(C=O)C (dimethylformamide), BrC(CN)C(=O)OC(C)(C)C (2-bromo-N-(tert-butoxycarbonyl)ethylamine), [I-].[K+] (potassium iodide), CN(C=O)C (DMF). The solvent is O (water). Yields the product C(C)(C)(C)OC(=O)NCCOC1=C(C(=O)OC)C=CC(=C1)OC (methyl 2-[2-(tert-butoxycarbonylamino)ethoxy]-4-methoxybenzoate). Isolated yield 81.0%. Reaction SMILES: [CH3:1][O:2][C:3]1[CH:4]=[C:5]([OH:13])[C:6](=[CH:11][CH:12]=1)[C:7]([O:9][CH3:10])=[O:8].[C:14](=O)([O-])[O-].[K+].[K+].BrC([C:24]([O:26][C:27]([CH3:30])([CH3:29])[CH3:28])=[O:25])CN.[I-].[K+].C[N:34]([CH3:37])C=O>O>[C:27]([O:26][C:24]([NH:34][CH2:37][CH2:14][O:13][C:5]1[CH:4]=[C:3]([O:2][CH3:1])[CH:12]=[CH:11][C:6]=1[C:7]([O:9][CH3:10])=[O:8])=[O:25])([CH3:28])([CH3:29])[CH3:30] |f:1.2.3,5.6|. Procedure details: Methyl 4-methoxysalicylate (7.05 g, 38.7 mmol) and anhydrous potassium carbonate (16.03 g, 116 mmol) were stirred together in 30 ml dimethylformamide (DMF) for a few minutes at room temperature. To the stirring mixture was added 2-bromo-N-(tert-butoxycarbonyl)ethylamine (26.0 g, 116 mmol) in 30 ml DMF and 500 mg of freshly ground potassium iodide, then the mixture was placed under nitrogen and stirred at room temperature for several days. The reaction mixture was diluted with water (250 ml) and ... Reactants: N1=CC=C(C=C1)NN1C=CC2=CC=CC=C12 (N-(4-pyridinyl)-1H-indol-1-amine), CN(C)CCCCl (dimethylaminopropyl chloride), [H-].[Na+] (NaH). The product is CN(C)CCCN(N1C=CC2=CC=CC=C12)C1=CC=NC=C1 (N-(Dimethylaminopropyl)-N-(4-pyridinyl)-1H-indol-1-amine). Reaction SMILES: [N:1]1[CH:6]=[CH:5][C:4]([NH:7][N:8]2[C:16]3[C:11](=[CH:12][CH:13]=[CH:14][CH:15]=3)[CH:10]=[CH:9]2)=[CH:3][CH:2]=1.[CH3:17][N:18]([CH2:20][CH2:21][CH2:22]Cl)[CH3:19].[H-].[Na+]>>[CH3:17][N:18]([CH2:20][CH2:21][CH2:22][N:7]([C:4]1[CH:3]=[CH:2][N:1]=[CH:6][CH:5]=1)[N:8]1[C:16]2[C:11](=[CH:12][CH:13]=[CH:14][CH:15]=2)[CH:10]=[CH:9]1)[CH3:19] |f:2.3|. Procedure: The title compound was prepared from N-(4-pyridinyl)-1H-indol-1-amine and dimethylaminopropyl chloride with the aid of NaH in substantially the same manner as in Example 4. The product was obtained as an oil. Reactants: C1CCNCC1, CCO, O=Cc1cc2cc(OCCN3CCCC3)ccc2[nH]1, O=C1Cc2ccccc2N1. Yields the product O=C1Nc2ccccc2C1=Cc1cc2cc(OCCN3CCCC3)ccc2[nH]1. As a reaction SMILES: [CH2:30]1[CH2:31][CH2:32][NH:33][CH2:34][CH2:35]1.[CH3:36][CH2:37][OH:38].[N:11]1([CH2:16][CH2:17][O:18][c:19]2[cH:20][c:21]3[cH:22][c:23]([CH:28]=[O:29])[nH:24][c:25]3[cH:26][cH:27]2)[CH2:12][CH2:13][CH2:14][CH2:15]1.[NH:1]1[C:2](=[O:10])[CH2:3][c:4]2[cH:5][cH:6][cH:7][cH:8][c:9]21>>[NH:1]1[C:2](=[O:10])[C:3](=[CH:28][c:23]2[cH:22][c:21]3[cH:20][c:19]([O:18][CH2:17][CH2:16][N:11]4[CH2:12][CH2:13][CH2:14][CH2:15]4)[cH:27][cH:26][c:25]3[nH:24]2)[c:4]2[cH:5][cH:6][cH:7][cH:8][c:9]21.